The task is: describe an organic reaction: reactants, conditions, products, and yield. This data is from the Open Reaction Database (ORD), a public repository of structured organic reaction records. The reactants are Cc1cc(C#N)cc(-c2ccccc2)c1, CO, [K+], [OH-], O. The product is Cc1cc(C(=O)O)cc(-c2ccccc2)c1. RXN SMILES: [C:1](#[N:2])[c:3]1[cH:4][c:5]([CH3:15])[cH:6][c:7](-[c:9]2[cH:10][cH:11][cH:12][cH:13][cH:14]2)[cH:8]1.[CH3:18][OH:19].[K+:17].[OH-:16].[OH2:20]>>[C:1]([c:3]1[cH:4][c:5]([CH3:15])[cH:6][c:7](-[c:9]2[cH:10][cH:11][cH:12][cH:13][cH:14]2)[cH:8]1)(=[O:16])[OH:19]. Starting materials: BrC=1C=C2C=CC(=C(C2=CC1)F)O (6-Bromo-1-fluoronaphthalen-2-ol), BrC=1C=C2C=CC(=C(C2=CC1)F)O (6-Bromo-1-fluoronaphthalen-2-ol), CC=1C=C(C(=O)OC)C=CC1B1OC(C(O1)(C)C)(C)C (methyl 3-methyl-4-(4,4,5,5-tetramethyl-1,3,2-dioxaborolan-2-yl)benzoate). Product: FC1=C2C=CC(=CC2=CC=C1O)C1=C(C=C(C(=O)O)C=C1)C (4-(5-fluoro-6-hydroxynaphthalen-2-yl)-3-methylbenzoic acid). Reaction SMILES: Br[C:2]1[CH:3]=[C:4]2[C:9](=[CH:10][CH:11]=1)[C:8]([F:12])=[C:7]([OH:13])[CH:6]=[CH:5]2.[CH3:14][C:15]1[CH:16]=[C:17]([CH:22]=[CH:23][C:24]=1B1OC(C)(C)C(C)(C)O1)[C:18]([O:20]C)=[O:19]>>[F:12][C:8]1[C:7]([OH:13])=[CH:6][CH:5]=[C:4]2[C:9]=1[CH:10]=[CH:11][C:2]([C:24]1[CH:23]=[CH:22][C:17]([C:18]([OH:20])=[O:19])=[CH:16][C:15]=1[CH3:14])=[CH:3]2. Procedure: Followed the coupling procedure described in Example 29 starting from 6-bromo-1-fluoronaphthalen-2-ol (Intermediate 13) and methyl 3-methyl-4-(4,4,5,5-tetramethyl-1,3,2-dioxaborolan-2-yl)benzoate. 1H-NMR (DMSO-d6, 300 MHz, TMS): δ 12.90 (b, 1H), 10.17 (b, 1H), 7.84-7.97 (m, 4H), 7.70 (d, 1H), 7.54 (d, 1H), 7.41 (d, 1H), 7.30 (t, 1H), 2.33 (s, 3H). MS (ESI): m/z=295.25 [MA]−.